Dataset: the Open Reaction Database (ORD), a public repository of structured organic reaction records. Task: describe an organic reaction: reactants, conditions, products, and yield Starting materials: C(C)(C)(C)OC(=O)NC1C(N(C1(C)C)OCC1=CC=CC=C1)=O ((±)-3-[(t-Butyloxycarbonyl)amino]-4,4-dimethyl-1-(phenylmethoxy)-2-azetidinone). The reagents and catalysts are [Pd] (palladium on charcoal). Run in CO (methanol). Product: C(C)(C)(C)OC(=O)NC1C(N(C1(C)C)O)=O ((±)-3-[(t-Butyloxycarbonyl)amino]-1-hydroxy-4,4-dimethyl-2-azetidinone). Yield: 100.4%. As a reaction SMILES: [C:1]([O:5][C:6]([NH:8][CH:9]1[C:12]([CH3:14])([CH3:13])[N:11]([O:15]CC2C=CC=CC=2)[C:10]1=[O:23])=[O:7])([CH3:4])([CH3:3])[CH3:2]>CO.[Pd]>[C:1]([O:5][C:6]([NH:8][CH:9]1[C:12]([CH3:14])([CH3:13])[N:11]([OH:15])[C:10]1=[O:23])=[O:7])([CH3:4])([CH3:2])[CH3:3]. Procedure: (±)-3-[(t-Butyloxycarbonyl)amino]-4,4-dimethyl-1-(phenylmethoxy)-2-azetidinone (8.07 g, 25 mmol) was hydrogenated at atmospheric pressure and ambient temperature in 40 ml of methanol with 0.6 g of 10% palladium on charcoal as catalyst for 2 hours. The reaction mixture was filtered through a pad of Celite and the filtrate was concentrated to yield 5.78 g of the title compound as a solid.